Dataset: the Open Reaction Database (ORD), a public repository of structured organic reaction records. Task: describe an organic reaction: reactants, conditions, products, and yield The reactants are CCOC(=O)C(C(=O)OCC)C1CN(C(=O)OCc2ccccc2)C1, CCO, CCO, [K+], [OH-]. The product is CCOC(=O)C(C(=O)O)C1CN(C(=O)OCc2ccccc2)C1. As a reaction SMILES: [CH2:1]([c:2]1[cH:3][cH:4][cH:5][cH:6][cH:7]1)[O:8][C:9](=[O:10])[N:11]1[CH2:12][CH:13]([CH:15]([C:16](=[O:17])[O:18][CH2:19][CH3:20])[C:21](=[O:22])[O:23][CH2:24][CH3:25])[CH2:14]1.[CH2:26]([OH:27])[CH3:28].[CH3:31][CH2:32][OH:33].[K+:30].[OH-:29]>>[CH2:1]([c:2]1[cH:3][cH:4][cH:5][cH:6][cH:7]1)[O:8][C:9](=[O:10])[N:11]1[CH2:12][CH:13]([CH:15]([C:16](=[O:17])[O:18][CH2:19][CH3:20])[C:21](=[O:22])[OH:23])[CH2:14]1. The reactants are Cl.O1C(=CC2=C1C=CC=C2)C=2NC=CN2 (2-(benzofuran-2-yl)imidazole hydrochloride), C(C)Br (ethyl bromide). Product: Cl.C(C)N1C(=NC=C1)C=1OC2=C(C1)C=CC=C2 (1-ethyl-2-(benzofuran-2-yl)imidazole hydrochloride). RXN SMILES: [ClH:1].[O:2]1[C:6]2[CH:7]=[CH:8][CH:9]=[CH:10][C:5]=2[CH:4]=[C:3]1[C:11]1[NH:12][CH:13]=[CH:14][N:15]=1.[CH2:16](Br)[CH3:17]>>[ClH:1].[CH2:16]([N:15]1[CH:14]=[CH:13][N:12]=[C:11]1[C:3]1[O:2][C:6]2[CH:7]=[CH:8][CH:9]=[CH:10][C:5]=2[CH:4]=1)[CH3:17] |f:0.1,3.4|. Procedure: This was prepared from 2-(benzofuran-2-yl)imidazole hydrochloride and ethyl bromide according to the procedure of example 2; m.p.=183°-185° C. Reactants: OCCC1OC2=C(C1)C(=C(C(=C2C)C)OCC2=CC=CC=C2)C (2-(RS)-(2-hydroxyethyl)-2,3-dihydro-5-benzyloxy-4,6,7-trimethylbenzofurane), N1C=NC=C1 (imidazol), BrBr (bromine), C1(=CC=CC=C1)P(C1=CC=CC=C1)C1=CC=CC=C1 (triphenylphosphine). Solvent: C1(=CC=CC=C1)C (toluene), C1(=CC=CC=C1)C (toluene). Run at time 15 minute. The product is C1(=CC=CC=C1)P(C1=CC=CC=C1)(C1=CC=CC=C1)=O (triphenylphosphine oxide). Reaction SMILES: BrBr.[OH:3]CCC1CC2C(C)=C(OCC3C=CC=CC=3)C(C)=C(C)C=2O1.[C:26]1([P:32]([C:39]2[CH:44]=[CH:43][CH:42]=[CH:41][CH:40]=2)[C:33]2[CH:38]=[CH:37][CH:36]=[CH:35][CH:34]=2)[CH:31]=[CH:30][CH:29]=[CH:28][CH:27]=1.N1C=CN=C1>C1(C)C=CC=CC=1>[C:39]1([P:32](=[O:3])([C:26]2[CH:27]=[CH:28][CH:29]=[CH:30][CH:31]=2)[C:33]2[CH:38]=[CH:37][CH:36]=[CH:35][CH:34]=2)[CH:40]=[CH:41][CH:42]=[CH:43][CH:44]=1. Procedure: A solution of 0.8 ml of bromine in 15 ml of toluene is added, dropwise, to a solution of 4.0 gr. of 2-(RS)-(2-hydroxyethyl)-2,3-dihydro-5-benzyloxy-4,6,7-trimethylbenzofurane, 5.1 g of triphenylphosphine and 1.3 gr of imidazol in 70 ml of toluene. The mixture is stirred at room temperature for 15 minutes, after which the imidazol*HBr is filtered out and the filtrate is evaporated. The residue is treated with ethylic ether to obtain a precipitate of triphenylphosphine oxide, which is filtered out... The reactants are C(C1=CC=CC=C1)OC1=C(C=C(C(=O)NN)C=C1)Cl (4-Benzyloxy-3-chlorobenzoic acid hydrazide), Cl (hydrochloric acid), N(=O)[O-].[Na+] (sodium nitrite). Run in O (water). Reaction conditions: temperature 5 celsius. The product is C(C1=CC=CC=C1)OC1=C(C=C(C(=O)N=[N+]=[N-])C=C1)Cl (4-benzyloxy- 3-chlorobenzoyl azide). Isolated yield 96.8%. Reaction SMILES: [CH2:1]([O:8][C:9]1[CH:18]=[CH:17][C:12]([C:13]([NH:15][NH2:16])=[O:14])=[CH:11][C:10]=1[Cl:19])[C:2]1[CH:7]=[CH:6][CH:5]=[CH:4][CH:3]=1.Cl.[N:21]([O-])=O.[Na+]>O>[CH2:1]([O:8][C:9]1[CH:18]=[CH:17][C:12]([C:13]([N:15]=[N+:16]=[N-:21])=[O:14])=[CH:11][C:10]=1[Cl:19])[C:2]1[CH:3]=[CH:4][CH:5]=[CH:6][CH:7]=1 |f:2.3|. Procedure: 4-Benzyloxy-3-chlorobenzoic acid hydrazide (27.6 g., 0.1 mole) is suspended in 500 ml. 1N hydrochloric acid and the mixture cooled to about 0° C. A solution of sodium nitrite (7.0 g.) in 40 ml. water is added at such a rate as to keep the temperature below 5° C. The mixture is stirred at 5° C for 3/4 hr., filtered and the precipitate dried in vacuo to give 27.8 g., (96.8% yield) 4-benzyloxy- 3-chlorobenzoyl azide.